This data is from the Open Reaction Database (ORD), a public repository of structured organic reaction records. The task is: describe an organic reaction: reactants, conditions, products, and yield The reactants are COC(=O)C1=C(O)c2sccc2S(=O)(=O)N1C, Cc1noc(N)c1C. Yields the product Cc1noc(NC(=O)C2=C(O)c3sccc3S(=O)(=O)N2C)c1C. RXN SMILES: [C:9](=[O:10])([O:11][CH3:12])[C:13]1=[C:18]([OH:19])[c:17]2[c:16]([cH:22][cH:21][s:20]2)[S:15](=[O:23])(=[O:24])[N:14]1[CH3:25].[NH2:1][c:2]1[c:3]([CH3:8])[c:4]([CH3:7])[n:5][o:6]1>>[NH:1]([c:2]1[c:3]([CH3:8])[c:4]([CH3:7])[n:5][o:6]1)[C:9](=[O:10])[C:13]1=[C:18]([OH:19])[c:17]2[c:16]([cH:22][cH:21][s:20]2)[S:15](=[O:23])(=[O:24])[N:14]1[CH3:25]. The reactants are C1(C=2C(C(N1)=O)=CC=CC2)=O (phthalimide), C1(=CC=CC=C1)P(C1=CC=CC=C1)C1=CC=CC=C1 (triphenylphosphine), N(=NC(=O)OCC)C(=O)OCC (diethyl azodicarboxylate), ClC1=C(C=CC=C1)C(C1=C(C=CC(=C1)[N+](=O)[O-])N1C(=NN=C1CO)CCN(C)C)=O (2'-chloro-5-nitro-2-[3-[2-(dimethylamino)ethyl]-5-(hydroxymethyl)-4H-1,2,4-triazol-4-yl]benzophenone). The solvent is COCCOC (1,2-dimethoxyethane). Yields the product ClC1=C(C=CC=C1)C(C1=C(C=CC(=C1)[N+](=O)[O-])N1C(=NN=C1CN1C(C=2C(C1=O)=CC=CC2)=O)CCN(C)C)=O (2'-chloro-5-nitro-2-[3-[2-(dimethylamino)ethyl]-5-(phthalimidomethyl)-4H-1,2,4-triazol-4-yl]benzophenone). Reaction SMILES: [Cl:1][C:2]1[CH:7]=[CH:6][CH:5]=[CH:4][C:3]=1[C:8](=[O:30])[C:9]1[CH:14]=[C:13]([N+:15]([O-:17])=[O:16])[CH:12]=[CH:11][C:10]=1[N:18]1[C:22]([CH2:23]O)=[N:21][N:20]=[C:19]1[CH2:25][CH2:26][N:27]([CH3:29])[CH3:28].[C:31]1(=[O:41])[NH:35][C:34](=[O:36])[C:33]2=[CH:37][CH:38]=[CH:39][CH:40]=[C:32]12.C1(P(C2C=CC=CC=2)C2C=CC=CC=2)C=CC=CC=1.N(C(OCC)=O)=NC(OCC)=O>COCCOC>[Cl:1][C:2]1[CH:7]=[CH:6][CH:5]=[CH:4][C:3]=1[C:8](=[O:30])[C:9]1[CH:14]=[C:13]([N+:15]([O-:17])=[O:16])[CH:12]=[CH:11][C:10]=1[N:18]1[C:22]([CH2:23][N:35]2[C:31](=[O:41])[C:32]3=[CH:40][CH:39]=[CH:38][CH:37]=[C:33]3[C:34]2=[O:36])=[N:21][N:20]=[C:19]1[CH2:25][CH2:26][N:27]([CH3:28])[CH3:29]. Procedure: In the manner given in Example 1B, 2'-chloro-5-nitro-2-[3-[2-(dimethylamino)ethyl]-5-(hydroxymethyl)-4H-1,2,4-triazol-4-yl]benzophenone in 1,2-dimethoxyethane is treated with phthalimide, triphenylphosphine and diethyl azodicarboxylate to give 2'-chloro-5-nitro-2-[3-[2-(dimethylamino)ethyl]-5-(phthalimidomethyl)-4H-1,2,4-triazol-4-yl]benzophenone. Reactants: FC(C(=O)O)(F)F.O[C@H]1[C@@H](CNC1)CNC(=O)C=1SC(=CC1)Cl ((3S,4S)-5-chloro-thiophene-2-carboxylic acid (4-hydroxy-pyrrolidin-3-ylmethyl)-amide trifluoro acetate), [N+](=O)([O-])C1=CC=C(C=C1)OC(NC1=C(C=C(C=C1)N1C(C=CC=C1)=O)F)=O ([2-fluoro-4-(2-oxo-2H-pyridin-1-yl)-phenyl]-carbamic acid 4-nitro-phenyl ester). The product is FC1=C(C=CC(=C1)N1C(C=CC=C1)=O)NC(=O)N1C[C@H]([C@@H](C1)O)CNC(=O)C=1SC(=CC1)Cl ((3R,4S)-3-{[(5-chloro-thiophene-2-carbonyl)-amino]-methyl}-4-hydroxy-pyrrolidine-1-carboxylic acid[2-fluoro-4-(2-oxo-2H-pyridin-1-yl)-phenyl]-amide). Reaction SMILES: FC(F)(F)C(O)=O.[OH:8][C@@H:9]1[CH2:13][NH:12][CH2:11][C@H:10]1[CH2:14][NH:15][C:16]([C:18]1[S:19][C:20]([Cl:23])=[CH:21][CH:22]=1)=[O:17].[N+](C1C=CC([O:33][C:34](=O)[NH:35][C:36]2[CH:41]=[CH:40][C:39]([N:42]3[CH:47]=[CH:46][CH:45]=[CH:44][C:43]3=[O:48])=[CH:38][C:37]=2[F:49])=CC=1)([O-])=O>>[F:49][C:37]1[CH:38]=[C:39]([N:42]2[CH:47]=[CH:46][CH:45]=[CH:44][C:43]2=[O:48])[CH:40]=[CH:41][C:36]=1[NH:35][C:34]([N:12]1[CH2:13][C@@H:9]([OH:8])[C@H:10]([CH2:14][NH:15][C:16]([C:18]2[S:19][C:20]([Cl:23])=[CH:21][CH:22]=2)=[O:17])[CH2:11]1)=[O:33] |f:0.1|. Reported procedure: 79.7 Using general method H, to (3S,4S)-5-chloro-thiophene-2-carboxylic acid (4-hydroxy-pyrrolidin-3-ylmethyl)-amide trifluoro acetate was reacted with [2-fluoro-4-(2-oxo-2H-pyridin-1-yl)-phenyl]-carbamic acid 4-nitro-phenyl ester (prepared according to example 54.3) to give (3R,4S)-3-{[(5-chloro-thiophene-2-carbonyl)-amino]-methyl}-4-hydroxy-pyrrolidine-1-carboxylic acid[2-fluoro-4-(2-oxo-2H-pyridin-1-yl)-phenyl]-amide. Colorless solid. MS 491.0 ([M+H]+) Yields the product CCCN(CCC)CCCc1ccc2cc(CN)ccc2c1. The reactants are CCCN(CCC)CCCc1ccc2cc(CN3C(=O)c4ccccc4C3=O)ccc2c1, CO, CN. RXN SMILES: [C:1]1(=[O:2])[N:5]([CH2:6][c:7]2[cH:8][c:9]3[cH:10][cH:11][c:12]([CH2:17][CH2:18][CH2:19][N:20]([CH2:21][CH2:22][CH3:23])[CH2:24][CH2:25][CH3:26])[cH:13][c:14]3[cH:15][cH:16]2)[C:3](=[O:4])[c:27]2[cH:28][cH:29][cH:30][cH:31][c:32]21.[CH3:33][OH:34].[CH3:35][NH2:36]>>[NH2:5][CH2:6][c:7]1[cH:8][c:9]2[cH:10][cH:11][c:12]([CH2:17][CH2:18][CH2:19][N:20]([CH2:21][CH2:22][CH3:23])[CH2:24][CH2:25][CH3:26])[cH:13][c:14]2[cH:15][cH:16]1. The reactants are NC1=C(C=C(C=C1)N1CCN(CC1)C(=O)OC(C)(C)C)NS(=O)(=O)C1=CC=CC=C1 (N-{2-amino-5-(4-t-butyloxycarbonyl-piperazinyl)-phenyl}benzenesulfonamide), C(CCC)OC1=CC=C(C=C1)S(=O)(=O)Cl (4-n-butoxybenzenesulfonylchloride). Product: C(CCC)OC1=CC=C(C=C1)S(=O)(=O)NC1=C(C=C(C=C1)N1CCNCC1)NS(=O)(=O)C1=CC=CC=C1 (4-Butoxy-N-[2-[(phenylsulfonyl)amino]-4-(1-piperazinyl)phenyl]benzenesulfonamide), purple solid. As a reaction SMILES: [NH2:1][C:2]1[CH:7]=[CH:6][C:5]([N:8]2[CH2:13][CH2:12][N:11](C(OC(C)(C)C)=O)[CH2:10][CH2:9]2)=[CH:4][C:3]=1[NH:21][S:22]([C:25]1[CH:30]=[CH:29][CH:28]=[CH:27][CH:26]=1)(=[O:24])=[O:23].[CH2:31]([O:35][C:36]1[CH:41]=[CH:40][C:39]([S:42](Cl)(=[O:44])=[O:43])=[CH:38][CH:37]=1)[CH2:32][CH2:33][CH3:34]>>[CH2:31]([O:35][C:36]1[CH:41]=[CH:40][C:39]([S:42]([NH:1][C:2]2[CH:7]=[CH:6][C:5]([N:8]3[CH2:9][CH2:10][NH:11][CH2:12][CH2:13]3)=[CH:4][C:3]=2[NH:21][S:22]([C:25]2[CH:30]=[CH:29][CH:28]=[CH:27][CH:26]=2)(=[O:24])=[O:23])(=[O:44])=[O:43])=[CH:38][CH:37]=1)[CH2:32][CH2:33][CH3:34]. Procedure: 4-Butoxy-N-[2-[(phenylsulfonyl)amino]-4-(1-piperazinyl)phenyl]benzenesulfonamide was synthesized from N-{2-amino-5-(4-t-butyloxycarbonyl-piperazinyl)-phenyl}benzenesulfonamide and 4-n-butoxybenzenesulfonylchloride (59 mg, 0.239 mmol) according to general method 3 to give 70 mg of a purple solid. MS (posES-FIA) m/z=Found: 545.2; Calcd 545.18; 1H-NMR δ 7.73-7.45 (m, 7H), 6.95-6.91 (m, 2H), 6.72-6.70 (m, 1H), 4.00 (t, 2H), 3.29-3.24 (m, 8H), 1.79-1.70 (m, 2H), 1.55-1.43 (m, 2H), 0.97 (t; 3H). Reactants: Clc1ccc2[nH]cc(C3CCCNC3)c2c1, C1COCCO1, CN(C)C1(c2ccccc2)CCC(NC(=O)Oc2ccccc2)CC1. The product is CN(C)C1(c2ccccc2)CCC(NC(=O)N2CCCC(c3c[nH]c4ccc(Cl)cc34)C2)CC1. RXN SMILES: [Cl:26][c:27]1[cH:28][c:29]2[c:30]([CH:36]3[CH2:37][NH:38][CH2:39][CH2:40][CH2:41]3)[cH:31][nH:32][c:33]2[cH:34][cH:35]1.[O:42]1[CH2:43][CH2:44][O:45][CH2:46][CH2:47]1.[c:1]1([O:2][C:8]([NH:9][CH:10]2[CH2:11][CH2:12][C:13]([c:16]3[cH:17][cH:18][cH:19][cH:20][cH:21]3)([N:22]([CH3:23])[CH3:24])[CH2:14][CH2:15]2)=[O:25])[cH:3][cH:4][cH:5][cH:6][cH:7]1>>[C:8]([NH:9][CH:10]1[CH2:11][CH2:12][C:13]([c:16]2[cH:17][cH:18][cH:19][cH:20][cH:21]2)([N:22]([CH3:23])[CH3:24])[CH2:14][CH2:15]1)(=[O:25])[N:38]1[CH2:37][CH:36]([c:30]2[c:29]3[cH:28][c:27]([Cl:26])[cH:35][cH:34][c:33]3[nH:32][cH:31]2)[CH2:41][CH2:40][CH2:39]1. The reactants are [Cl-].[NH4+] (ammonium chloride), CCN(C(C)C)C(C)C (DIPEA), C(=O)(OC(C)(C)C)OC(=O)[O-] (tert-butyl dicarbonate), C(C)(C)(C)SSCCN (2-(tert-Butyldisulfanyl)ethanamine), C(C)(C)(C)SSCCN (2-(tert-Butyldisulfanyl)ethanamine), C(C=C)(=O)OC (methyl acrylate). Solvent: ClC(C)Cl (dichloroethane). Conditions: temperature 85 celsius, time 2 hour. Yields the product C(C)(C)(C)OC(=O)N(CCC(=O)OC)CCSSC(C)(C)C (methyl 3-((tert-butoxycarbonyl)(2-(tert-butyldisulfanyl)ethyl)amino)propanoate). Yield: 386.1%. As a reaction SMILES: [C:1]([S:5][S:6][CH2:7][CH2:8][NH2:9])([CH3:4])([CH3:3])[CH3:2].[C:10]([O:14][CH3:15])(=[O:13])[CH:11]=[CH2:12].CCN(C(C)C)C(C)C.[C:25](OC([O-])=O)([O:27][C:28]([CH3:31])([CH3:30])[CH3:29])=[O:26].[Cl-].[NH4+]>ClC(Cl)C>[C:28]([O:27][C:25]([N:9]([CH2:8][CH2:7][S:6][S:5][C:1]([CH3:4])([CH3:3])[CH3:2])[CH2:12][CH2:11][C:10]([O:14][CH3:15])=[O:13])=[O:26])([CH3:31])([CH3:30])[CH3:29] |f:4.5|. Reported procedure: 2-(tert-Butyldisulfanyl)ethanamine (Compound 6c-A, 0.80 g, 0.84 mmol) and methyl acrylate (1.74 ml, 19.36 mmol) were dissolved in dichloroethane (14.0 ml), DIPEA (4.23 ml, 24.20 mmol) was added and the mixture was stirred at 85° C. for 2 hours. The reaction mixture was left to cool and tert-butyl dicarbonate (1.37 g, 6.29 mmol) was added. After stirring at room temperature for 45 minutes, a saturated aqueous ammonium chloride solution was added, followed by extraction with DCM. The resulting org... Reactants: C(=O)C(CC(C#N)(Cl)C)(Cl)C (4-formyl-2,4-dimethyl-2,4-dichlorobutyronitrile), Cl (HCl). Yields the product ClC1=NC=C(C=C1C)C (2-chloro-3,5-dimethylpyridine). Reaction SMILES: [CH:1]([C:3]([CH3:11])(Cl)[CH2:4][C:5]([CH3:9])(Cl)[C:6]#[N:7])=O.[ClH:12]>>[Cl:12][C:6]1[C:5]([CH3:9])=[CH:4][C:3]([CH3:11])=[CH:1][N:7]=1. Procedure details: 19.4 g of the 4-formyl-2,4-dimethyl-2,4-dichlorobutyronitrile obtained in Example 2a) are heated for 4 hours to 160°-170° while introducing a weak stream of dry HCl gas. After it has cooled, the dark melt is subjected to steam distillation. The distillate is extracted with diethyl ether and the extract is dried and evaporated to dryness in vacuo. The residual light brown oil is distilled, affording 7.36 g of 2-chloro-3,5-dimethylpyridine in the form of a light brown oil which boils at 110° C./25... Reactants: C1=NC(=CC2=CC=CC=C12)N1CCN(CC1)C=1C(=NC2=CC=C(C=C2N1)C(=O)OC)C1=CC=CC=C1 (methyl 3-(4-(isoquinolin-3-yl)piperazin-1-yl)-2-phenylquinoxaline-6-carboxylate), [OH-].[Na+] (sodium hydroxide), Cl (hydrochloric acid). Solvent: O (water), CO (methanol). Product: C1=NC(=CC2=CC=CC=C12)N1CCN(CC1)C=1C(=NC2=CC=C(C=C2N1)C(=O)O)C1=CC=CC=C1 (3-(4-(Isoquinolin-3-yl)piperazin-1-yl)-2-phenylquinoxaline-6-carboxylic acid). As a reaction SMILES: [CH:1]1[C:10]2[C:5](=[CH:6][CH:7]=[CH:8][CH:9]=2)[CH:4]=[C:3]([N:11]2[CH2:16][CH2:15][N:14]([C:17]3[C:18]([C:31]4[CH:36]=[CH:35][CH:34]=[CH:33][CH:32]=4)=[N:19][C:20]4[C:25]([N:26]=3)=[CH:24][C:23]([C:27]([O:29]C)=[O:28])=[CH:22][CH:21]=4)[CH2:13][CH2:12]2)[N:2]=1.[OH-].[Na+].Cl>CO.O>[CH:1]1[C:10]2[C:5](=[CH:6][CH:7]=[CH:8][CH:9]=2)[CH:4]=[C:3]([N:11]2[CH2:16][CH2:15][N:14]([C:17]3[C:18]([C:31]4[CH:32]=[CH:33][CH:34]=[CH:35][CH:36]=4)=[N:19][C:20]4[C:25]([N:26]=3)=[CH:24][C:23]([C:27]([OH:29])=[O:28])=[CH:22][CH:21]=4)[CH2:13][CH2:12]2)[N:2]=1 |f:1.2|. Procedure: Into a 50-mL round-bottom flask, was placed a solution of methyl 3-(4-(isoquinolin-3-yl)piperazin-1-yl)-2-phenylquinoxaline-6-carboxylate (216.6 mg, 0.46 mmol, 1.00 equiv) in methanol (15 mL). This was followed by the addition of a solution of sodium hydroxide (91.2 mg, 2.28 mmol, 5.00 equiv) in water (2 mL), which was added dropwise with stirring. The resulting solution was stirred overnight at 50° C. in an oil bath. The pH value of the solution was adjusted to 3-4 with 1N hydrochloric acid. Th...